Dataset: the Open Reaction Database (ORD), a public repository of structured organic reaction records. Task: describe an organic reaction: reactants, conditions, products, and yield The reactants are ClCCl, CC(C)COC(=O)Nc1ccc(C2CCSCC2)c(F)c1, [K+], [OH-], O, OCCO. Yields the product Nc1ccc(C2CCSCC2)c(F)c1. As a reaction SMILES: [Cl:29][CH2:30][Cl:31].[F:1][c:2]1[cH:3][c:4]([NH:14][C:15](=[O:16])[O:17][CH2:18][CH:19]([CH3:20])[CH3:21])[cH:5][cH:6][c:7]1[CH:8]1[CH2:9][CH2:10][S:11][CH2:12][CH2:13]1.[K+:23].[OH-:22].[OH2:28].[OH:24][CH2:25][CH2:26][OH:27]>>[F:1][c:2]1[cH:3][c:4]([NH2:14])[cH:5][cH:6][c:7]1[CH:8]1[CH2:9][CH2:10][S:11][CH2:12][CH2:13]1. Starting materials: C(C)(C)(C)C1=C(C(=CC(=C1)OCC1=CC=C(C=C1)C#N)C(C)(C)C)O (2,6-di-t-butyl-4-[(4-cyanophenyl)-methoxy]phenol), [N-]=[N+]=[N-].[Na+] (sodium azide), [Cl-].[NH4+] (ammonium chloride), [Cl-].[Li+] (lithium chloride). Run in CN(C=O)C (N,N-dimethylformamide), O (water). Conditions: temperature 100 celsius. The product is C(C)(C)(C)C=1C=C(OCC2=CC=C(C=C2)C2=NN=NN2)C=C(C1O)C(C)(C)C (5-[4-(3,5-di-t-butyl-4-hydroxyphenoxymethyl)phenyl]tetrazole). As a reaction SMILES: [C:1]([C:5]1[CH:10]=[C:9]([O:11][CH2:12][C:13]2[CH:18]=[CH:17][C:16]([C:19]#[N:20])=[CH:15][CH:14]=2)[CH:8]=[C:7]([C:21]([CH3:24])([CH3:23])[CH3:22])[C:6]=1[OH:25])([CH3:4])([CH3:3])[CH3:2].[N-:26]=[N+:27]=[N-:28].[Na+].[Cl-].[NH4+].[Cl-].[Li+]>O.CN(C)C=O>[C:1]([C:5]1[CH:10]=[C:9]([CH:8]=[C:7]([C:21]([CH3:24])([CH3:23])[CH3:22])[C:6]=1[OH:25])[O:11][CH2:12][C:13]1[CH:14]=[CH:15][C:16]([C:19]2[NH:28][N:27]=[N:26][N:20]=2)=[CH:17][CH:18]=1)([CH3:4])([CH3:3])[CH3:2] |f:1.2,3.4,5.6|. Reported procedure: A mixture of 1.68 g (5 mmole) of 2,6-di-t-butyl-4-[(4-cyanophenyl)methoxy]phenol (from Example 1) 0.97 g (15 mmole) of sodium azide, 0.30 g (15 mmole) of ammonium chloride, 0.21 g (5 mmole) of lithium chloride and 25 ml of N,N-dimethylformamide was heated in a stoppered flask at 100° C. for 16 hours. The reaction mixture was poured into a mixture of ice and water, and was then extracted with chloroform. The chloroform extract was washed with water, dried and evaporated to give the crude product ... Reactants: OC1=CC=C(C=C1)CCCCN1C=NC=C1 (1-[4-(4-hydroxyphenyl)butyl]imidazole), ClCC=1N=C(OC1)C=1SC(=CC1)C (4-chloromethyl-2-(5-methyl-2-thienyl)oxazole). Product: N1(C=NC=C1)CCCCC1=CC=C(OCC=2N=C(OC2)C=2SC(=CC2)C)C=C1 (4-[4-[4-(1-imidazolyl)butyl]phenoxymethyl]-2-(5-methyl-2-thienyl)oxazole). Yield: 65.0%. Reaction SMILES: [OH:1][C:2]1[CH:7]=[CH:6][C:5]([CH2:8][CH2:9][CH2:10][CH2:11][N:12]2[CH:16]=[CH:15][N:14]=[CH:13]2)=[CH:4][CH:3]=1.Cl[CH2:18][C:19]1[N:20]=[C:21]([C:24]2[S:25][C:26]([CH3:29])=[CH:27][CH:28]=2)[O:22][CH:23]=1>>[N:12]1([CH2:11][CH2:10][CH2:9][CH2:8][C:5]2[CH:6]=[CH:7][C:2]([O:1][CH2:18][C:19]3[N:20]=[C:21]([C:24]4[S:25][C:26]([CH3:29])=[CH:27][CH:28]=4)[O:22][CH:23]=3)=[CH:3][CH:4]=2)[CH:16]=[CH:15][N:14]=[CH:13]1. Procedure details: In substantially the same manner as in Working Example 109, 1-[4-(4-hydroxyphenyl)butyl]imidazole was allowed to react with 4-chloromethyl-2-(5-methyl-2-thienyl)oxazole to give 4-[4-[4-(1-imidazolyl)butyl]phenoxymethyl]-2-(5-methyl-2-thienyl)oxazole. The yield was 65%. Recrystallization from ethyl acetate-hexane gave colorless prisms, mp 82-83° C. Reaction SMILES: [CH3:42][OH:43].[CH:29]([N:30]([CH:31]([CH3:32])[CH3:33])[CH2:34][CH3:35])([CH3:36])[CH3:37].[Cl:16][c:17]1[c:18]([N:23]2[CH2:24][CH2:25][NH:26][CH2:27][CH2:28]2)[cH:19][cH:20][cH:21][cH:22]1.[Cl:1][CH2:2][CH2:3][CH:4]1[O:5][CH2:6][CH2:7][c:8]2[cH:9][cH:10][cH:11][cH:12][c:13]21.[ClH:14].[ClH:15].[OH:38][CH2:39][CH2:40][OH:41]>>[CH2:2]([CH2:3][CH:4]1[O:5][CH2:6][CH2:7][c:8]2[cH:9][cH:10][cH:11][cH:12][c:13]21)[N:26]1[CH2:25][CH2:24][N:23]([c:18]2[c:17]([Cl:16])[cH:22][cH:21][cH:20][cH:19]2)[CH2:28][CH2:27]1.[ClH:1]. The reactants are CO, CCN(C(C)C)C(C)C, Clc1ccccc1N1CCNCC1, ClCCC1OCCc2ccccc21, Cl, Cl, OCCO. The product is Clc1ccccc1N1CCN(CCC2OCCc3ccccc32)CC1, Cl. Reactants: NNC(=O)c1cn2ccnc2c(Cl)c1Nc1ccc(Br)cc1F, CCOC(C)=O, O=C(Cl)CCl, ClCCl. Yields the product O=C(CCl)NNC(=O)c1cn2ccnc2c(Cl)c1Nc1ccc(Br)cc1F. As a reaction SMILES: [Br:1][c:2]1[cH:3][c:4]([F:23])[c:5]([NH:8][c:9]2[c:10]([Cl:22])[c:11]3[n:12]([cH:13][c:14]2[C:15](=[O:16])[NH:17][NH2:18])[cH:19][cH:20][n:21]3)[cH:6][cH:7]1.[CH3:32][CH2:33][O:34][C:35](=[O:36])[CH3:37].[Cl:24][CH2:25][C:26](=[O:27])[Cl:28].[Cl:29][CH2:30][Cl:31]>>[Br:1][c:2]1[cH:3][c:4]([F:23])[c:5]([NH:8][c:9]2[c:10]([Cl:22])[c:11]3[n:12]([cH:13][c:14]2[C:15](=[O:16])[NH:17][NH:18][C:26]([CH2:25][Cl:24])=[O:27])[cH:19][cH:20][n:21]3)[cH:6][cH:7]1. The reactants are COC(=O)C1Cc2cc3c(cc2CN1C(=O)OC(C)(C)C)OC(c1ccc(OCc2ccc(Cl)c(Cl)c2)cc1)C(=O)N3C, Cl, [Li+], [OH-]. The product is CN1C(=O)C(c2ccc(OCc3ccc(Cl)c(Cl)c3)cc2)Oc2cc3c(cc21)CC(C(=O)O)N(C(=O)OC(C)(C)C)C3. Reaction SMILES: [CH3:1][O:2][C:3](=[O:4])[CH:5]1[N:6]([C:37](=[O:38])[O:39][C:40]([CH3:41])([CH3:42])[CH3:43])[CH2:7][c:8]2[cH:9][c:10]3[c:15]([cH:16][c:17]2[CH2:18]1)[N:14]([CH3:19])[C:13](=[O:20])[CH:12]([c:21]1[cH:22][cH:23][c:24]([O:27][CH2:28][c:29]2[cH:30][c:31]([Cl:36])[c:32]([Cl:35])[cH:33][cH:34]2)[cH:25][cH:26]1)[O:11]3.[ClH:46].[Li+:44].[OH-:45]>>[O:2]=[C:3]([OH:4])[CH:5]1[N:6]([C:37](=[O:38])[O:39][C:40]([CH3:41])([CH3:42])[CH3:43])[CH2:7][c:8]2[cH:9][c:10]3[c:15]([cH:16][c:17]2[CH2:18]1)[N:14]([CH3:19])[C:13](=[O:20])[CH:12]([c:21]1[cH:22][cH:23][c:24]([O:27][CH2:28][c:29]2[cH:30][c:31]([Cl:36])[c:32]([Cl:35])[cH:33][cH:34]2)[cH:25][cH:26]1)[O:11]3. Starting materials: C(C)(=O)OC=1C=C(C(=NC1)F)C=C (5-acetoxy-2-fluoro-3-ethenylpyridine), C(=O)([O-])[O-].[K+].[K+] (K2CO3). The solvent is CO (MeOH). Conditions: time 24 hour. The product is C(=C)C=1C(=NC=C(C1)O)F (3-Ethenyl-2-fluoro-5-hydroxy-pyridine). The yield is 76.0%. RXN SMILES: C([O:4][C:5]1[CH:6]=[C:7]([CH:12]=[CH2:13])[C:8]([F:11])=[N:9][CH:10]=1)(=O)C.C([O-])([O-])=O.[K+].[K+]>CO>[CH:12]([C:7]1[C:8]([F:11])=[N:9][CH:10]=[C:5]([OH:4])[CH:6]=1)=[CH2:13] |f:1.2.3|. Procedure details: To a stirred solution of the 5-acetoxy-2-fluoro-3-ethenylpyridine from b above (1.40 g, 7.70 mmol) in MeOH (50 mL) was added K2CO3 (0.53 g, 3.90 mmol). The reaction mixture was allowed to stir at room temperature 24 h. The solvent was evaporated and the residue was diluted with Et2O (100 mL) and water (100 mL). The phases were separated and the aqueous phase was neutralized (pH=7) by the addition of 1 N aqueous HCl, and extracted with Et2O (2×100 mL). The combined ethereal extracts were washed w... Starting materials: [Br-], [Mg+]C1CC1, CC(O)(c1ccc(Cl)cc1)C1CC1, CCC(=O)c1ccc(Cl)cc1, C1CCOC1. Yields the product CCC(O)(c1ccc(Cl)cc1)C1CC1. As a reaction SMILES: [Br-:12].[CH:13]1([Mg+:16])[CH2:14][CH2:15]1.[CH:17]1([C:18]([c:19]2[cH:20][cH:21][c:22]([Cl:23])[cH:24][cH:25]2)([OH:26])[CH3:27])[CH2:28][CH2:29]1.[Cl:1][c:2]1[cH:3][cH:4][c:5]([C:8]([CH2:9][CH3:10])=[O:11])[cH:6][cH:7]1.[O:30]1[CH2:31][CH2:32][CH2:33][CH2:34]1>>[Cl:1][c:2]1[cH:3][cH:4][c:5]([C:8]([CH2:9][CH3:10])([OH:11])[CH:13]2[CH2:14][CH2:15]2)[cH:6][cH:7]1.